This data is from the Open Reaction Database (ORD), a public repository of structured organic reaction records. The task is: describe an organic reaction: reactants, conditions, products, and yield The reactants are N1CCCCC1 (piperidine), C(C#N)C#N (malonic acid dinitrile), C(C)O (ethanol), [Cl-].[Al+3].[Cl-].[Cl-] (aluminium chloride), C1=CC=CC2=CC3=CC=CC=C3C(=C12)C=O (anthracene-9-aldehyde), C(C)O (ethanol). Solvent: C1=CC=CC=C1 (benzene). Conditions: temperature 70 celsius, time 2 hour. Yields the product 254, C(#N)C1=CC=2C3=CC=CC=C3C(C3=CC=CC(=C1N)C23)=O (2-cyano-3-aminobenzanthrone). Reaction SMILES: [CH:1]1[C:14]2[C:5](=[CH:6][C:7]3[C:12]([C:13]=2[CH:15]=O)=[CH:11][CH:10]=[CH:9][CH:8]=3)[CH:4]=[CH:3][CH:2]=1.N1CCCCC1.[CH2:23]([C:26]#[N:27])[C:24]#[N:25].[Cl-].[Al+3].[Cl-].[Cl-].C([OH:34])C>C1C=CC=CC=1>[C:24]([C:23]1[C:26]([NH2:27])=[C:11]2[C:12]3[C:7](=[CH:8][CH:9]=[CH:10]2)[C:6](=[O:34])[C:5]2[C:14](=[CH:1][CH:2]=[CH:3][CH:4]=2)[C:13]=3[CH:15]=1)#[N:25] |f:3.4.5.6|. Reported procedure: 927 parts of anthracene-9-aldehyde are suspended in 4.2 liters of ethanol. The suspension is treated with 10 parts by volume of piperidine and at about 45° C. over the course of one hour with 310 parts of malonic acid dinitrile in 400 parts by volume of ethanol. The orange suspension is stirred for 2 hours at 70° C. and subsequently cooled to 5°-10° C. The suspension is filtered with suction and the residue is washed with 500 parts by volume of ethanol and dried in vacuo at 90°-100° C. to yield ... Starting materials: C(C)(C)(C)OC(=O)NCCC1=CNC2=CC=C(C=C12)CCN1S(N(CC1)C)(=O)=O (3-[2-(N-Tert-butyloxycarbonylamino)ethyl]-5-[2-(1,1-dioxo-5-methyl-1,2,5-thiadiazolidin-2-yl)ethyl]-1H-indole). The solvent is ClCCl (dichloromethane), FC(C(=O)O)(F)F (trifluoroacetic acid). Product: NCCC1=CNC2=CC=C(C=C12)CCN1S(N(CC1)C)(=O)=O (3-(2-Aminoethyl)-5-[2-(1,1-dioxo-5-methyl-1,2,5-thiadiazolidin-2-yl)ethyl]-1H-indole). The yield is 53.2%. Reaction SMILES: C(OC([NH:8][CH2:9][CH2:10][C:11]1[C:19]2[C:14](=[CH:15][CH:16]=[C:17]([CH2:20][CH2:21][N:22]3[CH2:26][CH2:25][N:24]([CH3:27])[S:23]3(=[O:29])=[O:28])[CH:18]=2)[NH:13][CH:12]=1)=O)(C)(C)C>ClCCl.FC(F)(F)C(O)=O>[NH2:8][CH2:9][CH2:10][C:11]1[C:19]2[C:14](=[CH:15][CH:16]=[C:17]([CH2:20][CH2:21][N:22]3[CH2:26][CH2:25][N:24]([CH3:27])[S:23]3(=[O:29])=[O:28])[CH:18]=2)[NH:13][CH:12]=1. Reported procedure: A solution of the product from Step 1 (916 mg) in anhydrous dichloromethane (15 ml) and trifluoroacetic acid (4.5 ml) was stirred at room temperature under a nitrogen atmosphere for 1 hour. Solvents were removed under vacuum and the residue was azeotroped with toluene-methanol. Flash chromatography of the crude product (silica gel, dichloromethane-methanol-ammonia, 90:10:1) gave 372 mg (59%) of the title compound as a colourless thick oil which solidified on standing; δH (250 MHz, CDCl3) 8.16 (1... The reactants are peroxide, solvent, OS(=O)(=O)O (H2SO4), CC(=O)OCC1=C(N2[C@@H]([C@@H](C2=O)N)SC1)C(=O)O (7-ACA), liquid, CC(C)=C (isobutylene). Solvent: O1CCOCC1 (dioxane). Reaction conditions: temperature 30 celsius, time 2 hour. Yields the product N[C@H]1[C@@H]2N(C(=C(CS2)COC(C)=O)C(=O)OC(C)(C)C)C1=O (t-butyl 7β-amino-3-acetoxymethyl-3-cephem-4-carboxylate). Isolated yield 63.0%. Reaction SMILES: OS(O)(=O)=O.[CH3:6][C:7]([O:9][CH2:10][C:11]1[CH2:20][S:19][C@@H:14]2[C@H:15]([NH2:18])[C:16](=[O:17])[N:13]2[C:12]=1[C:21]([OH:23])=[O:22])=[O:8].[CH3:24][C:25](=[CH2:27])[CH3:26]>O1CCOCC1>[NH2:18][C@@H:15]1[C:16](=[O:17])[N:13]2[C:12]([C:21]([O:23][C:25]([CH3:27])([CH3:26])[CH3:24])=[O:22])=[C:11]([CH2:10][O:9][C:7](=[O:8])[CH3:6])[CH2:20][S:19][C@H:14]12. Procedure details: Dry dioxane was freed from peroxide by passage through a column of neutral activated alumina. To 100 ml of this solvent was added, in turn, with ice-cooling 10 ml of concentrated H2SO4, 10.9 g of 7-ACA and 50 ml of liquid isobutylene. The mixture was sealed in a pressure bottle, stirred at 30° C. for 2 hours, poured into excess of ice-cold aqueous sodium bicarbonate solution. The solution was extracted with ethyl acetate. The combined ethyl acetate extract was washed with brine and dried over so... Yields the product C(#N)C1=CC=C(C=C1)C1C(=C(N(C(N1CC(=O)OC(C)(C)C)=O)C1=CC(=CC=C1)C(F)(F)F)C)C(=O)C1CCC1 (tert.-Butyl [6-(4-cyanophenyl)-5-(cyclobutylcarbonyl)-4-methyl-2-oxo-3-[3-(trifluoromethyl)phenyl]-3,6-dihydropyrimidine-1(2H)-yl]acetate). Reactants: C1(CCC1)C(=O)C=1C(NC(N(C1C)C1=CC(=CC=C1)C(F)(F)F)=O)C1=CC=C(C#N)C=C1 (4-{5-(Cyclobutylcarbonyl)-6-methyl-2-oxo-1-[3-(trifluoromethyl)phenyl]-1,2,3,4-tetrahydropyrimidin-4-yl}benzonitrile), C([O-])([O-])=O.[K+].[K+] (potassium carbonate), BrCC(=O)OC(C)(C)C (tert.-butyl bromoacetate). Run in CN(C=O)C (dimethylformamide). Reported procedure: A stirred suspension of 4-{5-(cyclobutylcarbonyl)-6-methyl-2-oxo-1-[3-(trifluoromethyl)phenyl]-1,2,3,4-tetrahydropyrimidin-4-yl}benzonitrile (Example 20) (29 mg, 0.066 mmol) and potassium carbonate (16.4 mg, 0.12 mmol) in dimethylformamide (1 ml) is treated with tert.-butyl bromoacetate (14.2 mg, 0.073 mmol), and then stirred at room temperature overnight (16 h). The reaction solution is quenched with water (3 ml) and extracted with diethyl ether (2×5 ml). The combined organic phases are washed ... As a reaction SMILES: [CH:1]1([C:5]([C:7]2[CH:8]([C:25]3[CH:32]=[CH:31][C:28]([C:29]#[N:30])=[CH:27][CH:26]=3)[NH:9][C:10](=[O:24])[N:11]([C:14]3[CH:19]=[CH:18][CH:17]=[C:16]([C:20]([F:23])([F:22])[F:21])[CH:15]=3)[C:12]=2[CH3:13])=[O:6])[CH2:4][CH2:3][CH2:2]1.C(=O)([O-])[O-].[K+].[K+].Br[CH2:40][C:41]([O:43][C:44]([CH3:47])([CH3:46])[CH3:45])=[O:42]>CN(C)C=O>[C:29]([C:28]1[CH:27]=[CH:26][C:25]([CH:8]2[N:9]([CH2:40][C:41]([O:43][C:44]([CH3:47])([CH3:46])[CH3:45])=[O:42])[C:10](=[O:24])[N:11]([C:14]3[CH:19]=[CH:18][CH:17]=[C:16]([C:20]([F:22])([F:23])[F:21])[CH:15]=3)[C:12]([CH3:13])=[C:7]2[C:5]([CH:1]2[CH2:4][CH2:3][CH2:2]2)=[O:6])=[CH:32][CH:31]=1)#[N:30] |f:1.2.3|. Reaction conditions: time 16 hour.